Dataset: the Open Reaction Database (ORD), a public repository of structured organic reaction records. Task: describe an organic reaction: reactants, conditions, products, and yield The reactants are CN1CCCC1=O, Cl, O=C(Cl)c1cccc(C(F)(F)F)c1, COc1ccc(N)cc1Oc1ccc2nc(NC(=O)C3CC3)cn2n1. The product is COc1ccc(NC(=O)c2cccc(C(F)(F)F)c2)cc1Oc1ccc2nc(NC(=O)C3CC3)cn2n1. As a reaction SMILES: [CH3:39][N:40]1[CH2:41][CH2:42][CH2:43][C:44]1=[O:45].[ClH:46].[F:26][C:27]([c:28]1[cH:29][c:30]([C:31](=[O:32])[Cl:33])[cH:34][cH:35][cH:36]1)([F:37])[F:38].[NH2:1][c:2]1[cH:3][cH:4][c:5]([O:24][CH3:25])[c:6]([O:7][c:8]2[cH:9][cH:10][c:11]3[n:12]([n:13]2)[cH:14][c:15]([NH:17][C:18](=[O:19])[CH:20]2[CH2:21][CH2:22]2)[n:16]3)[cH:23]1>>[NH:1]([c:2]1[cH:3][cH:4][c:5]([O:24][CH3:25])[c:6]([O:7][c:8]2[cH:9][cH:10][c:11]3[n:12]([n:13]2)[cH:14][c:15]([NH:17][C:18](=[O:19])[CH:20]2[CH2:21][CH2:22]2)[n:16]3)[cH:23]1)[C:31]([c:30]1[cH:29][c:28]([C:27]([F:26])([F:37])[F:38])[cH:36][cH:35][cH:34]1)=[O:32]. Reactants: C(CCCCCCCCCC)C1=NOC(=N1)C1=CC=C(C=O)C=C1 (4-(3-undecyl-1,2,4-oxadiazol-5-yl)benzaldehyde), Cl.FC(S(=O)(=O)C1=CC=C(CN)C=C1)(F)F (4-[(trifluoromethyl)sulfonyl]benzylamine hydrochloride). Product: FC(S(=O)(=O)C1=CC=C(CNCC2=CC=C(C=C2)C2=NC(=NO2)CCCCCCCCCCC)C=C1)(F)F (N-{4-[(trifluoromethyl)sulfonyl]benzyl}-N-[4-(3-undecyl-1,2,4-oxadiazol-5-yl)benzyl]amine). As a reaction SMILES: [CH2:1]([C:12]1[N:16]=[C:15]([C:17]2[CH:24]=[CH:23][C:20]([CH:21]=O)=[CH:19][CH:18]=2)[O:14][N:13]=1)[CH2:2][CH2:3][CH2:4][CH2:5][CH2:6][CH2:7][CH2:8][CH2:9][CH2:10][CH3:11].Cl.[F:26][C:27]([F:40])([F:39])[S:28]([C:31]1[CH:38]=[CH:37][C:34]([CH2:35][NH2:36])=[CH:33][CH:32]=1)(=[O:30])=[O:29]>>[F:39][C:27]([F:26])([F:40])[S:28]([C:31]1[CH:38]=[CH:37][C:34]([CH2:35][NH:36][CH2:21][C:20]2[CH:23]=[CH:24][C:17]([C:15]3[O:14][N:13]=[C:12]([CH2:1][CH2:2][CH2:3][CH2:4][CH2:5][CH2:6][CH2:7][CH2:8][CH2:9][CH2:10][CH3:11])[N:16]=3)=[CH:18][CH:19]=2)=[CH:33][CH:32]=1)(=[O:29])=[O:30] |f:1.2|. Reported procedure: The same procedure as employed in the preparation of Example 357 (step a) but using 4-(3-undecyl-1,2,4-oxadiazol-5-yl)benzaldehyde and 4-[(trifluoromethyl)sulfonyl]benzylamine hydrochloride gave the title compound as an oil. M+(LC/MS(ESI)): 552.7. HPLC (Condition A), Rt: 4.85 min (HPLC purity: 36%).